From a dataset of the Open Reaction Database (ORD), a public repository of structured organic reaction records. describe an organic reaction: reactants, conditions, products, and yield The reactants are BrC1=CC(=C(C=O)C=C1)O (4-bromo-2-hydroxybenzaldehyde), CC(C)([O-])C.[K+] (potassium tert-butoxide). The reagents and catalysts are [Br-].C(C)[P+](C1=CC=CC=C1)(C1=CC=CC=C1)C1=CC=CC=C1 (ethyltriphenylphosphonium bromide). The solvent is C1(=CC=CC=C1)C (toluene), C1CCOC1 (THF), C1(=CC=CC=C1)C (toluene). Conditions: time 4 hour. Yields the product BrC=1C=CC(=C(C1)O)C=CC (5-bromo-2-(propenyl)-phenol). As a reaction SMILES: [CH3:1][C:2](C)([O-])C.[K+].[Br:7][C:8]1[CH:15]=[CH:14][C:11]([CH:12]=O)=[C:10]([OH:16])[CH:9]=1>[Br-].C([P+](C1C=CC=CC=1)(C1C=CC=CC=1)C1C=CC=CC=1)C.C1(C)C=CC=CC=1.C1COCC1>[Br:7][C:8]1[CH:15]=[CH:14][C:11]([CH:12]=[CH:1][CH3:2])=[C:10]([OH:16])[CH:9]=1 |f:0.1,3.4|. Procedure details: To a suspension of ethyltriphenylphosphonium bromide (8.44 g, 22 mmol, 2.2 eq.) in toluene (60 mL), a solution of potassium tert-butoxide (2.60 g, 22 mmol, 2.2 eq.) in THF (15 mL) was added dropwise. The resulting red mixture was stirred at r.t. for 4 hours. The mixture was then cooled to −78° C. and a solution of 4-bromo-2-hydroxybenzaldehyde (2.12 mg, 10 mmol, 1.0 eq.) in toluene (10 mL) was added dropwise. The resulting solution was allowed to slowly warm to r.t. and further stirred at r.t. f... Solvent: C(Cl)Cl (DCM), O (Water). Reaction SMILES: [F:1][C:2]([F:15])([F:14])[C:3]1[CH:13]=[CH:12][C:6](/[CH:7]=[CH:8]/[C:9]([OH:11])=O)=[CH:5][CH:4]=1.ClC(N(C)C)=C(C)C.CCN(C(C)C)C(C)C.[CH3:33][O:34][C:35](=[O:57])[C@@H:36]([NH:44][CH2:45][C:46]1[CH:51]=[CH:50][C:49]([CH2:52][CH2:53][CH2:54][CH2:55][CH3:56])=[CH:48][CH:47]=1)[CH2:37][C:38]1[CH:43]=[CH:42][CH:41]=[CH:40][CH:39]=1>C(Cl)Cl.O>[CH3:33][O:34][C:35](=[O:57])[C@@H:36]([N:44]([CH2:45][C:46]1[CH:51]=[CH:50][C:49]([CH2:52][CH2:53][CH2:54][CH2:55][CH3:56])=[CH:48][CH:47]=1)[C:9](=[O:11])[CH:8]=[CH:7][C:6]1[CH:5]=[CH:4][C:3]([C:2]([F:1])([F:15])[F:14])=[CH:13][CH:12]=1)[CH2:37][C:38]1[CH:43]=[CH:42][CH:41]=[CH:40][CH:39]=1. Reported procedure: In an inert atmosphere trans-4-(trifluoromethyl)-cinnamic acid (6.7 g, 31.2 mmol) was dissolved in DCM (150 mL) and 1-chloro-N,N,2-trimethylpropenylamine (4.7 g, 35.5 mmol) was slowly added via syringe. Stirring was continued for 1 h followed by the addition of DIPEA (10.7 mL, 62.6 mmol) and 2-(4-pentyl-benzylamino)-(S)-3-phenyl-propionic acid methyl ester (7.0 g, 20.8 mmol). Stirring was continued for 45 min. Water (250 mL) was added and the product was extracted with DCM (3×150 mL). The combin... The product is COC([C@H](CC1=CC=CC=C1)N(C(C=CC1=CC=C(C=C1)C(F)(F)F)=O)CC1=CC=C(C=C1)CCCCC)=O (2-{(4-pentyl-benzyl)-[3-(4-trifluoromethyl-phenyl)-acryloyl]-amino}-(S)-3-phenyl-propionic acid methyl ester). Run at time 1 hour. Reactants: ClC(=C(C)C)N(C)C (1-chloro-N,N,2-trimethylpropenylamine), FC(C1=CC=C(/C=C/C(=O)O)C=C1)(F)F (trans-4-(trifluoromethyl)-cinnamic acid), CCN(C(C)C)C(C)C (DIPEA), COC([C@H](CC1=CC=CC=C1)NCC1=CC=C(C=C1)CCCCC)=O (2-(4-pentyl-benzylamino)-(S)-3-phenyl-propionic acid methyl ester). Yield: 60.0%. Starting materials: C1(CCCCC1)N1N=C(C=2C(=NC=CC21)OC)C2=CC=C(C=C2)S(=O)(=O)N (4-(1-cyclohexyl-4-methoxy-1H-pyrazolo[4,3-c]pyridin-3-yl)benzenesulfonamide), [I-].[Na+] (sodium iodide), Cl[Si](C)(C)C (chloro(trimethyl)silane), O (water). Run in C(C)#N (acetonitrile). Reaction conditions: temperature 60 celsius, time 20 minute. The product is C1(CCCCC1)N1N=C(C=2C(NC=CC21)=O)C2=CC=C(C=C2)S(=O)(=O)N (4-(1-cyclohexyl-4-oxo-4,5-dihydro-1H-pyrazolo[4,3-c]pyridin-3-yl)benzenesulfonamide). Isolated yield 58.7%. RXN SMILES: [CH:1]1([N:7]2[C:15]3[CH:14]=[CH:13][N:12]=[C:11]([O:16]C)[C:10]=3[C:9]([C:18]3[CH:23]=[CH:22][C:21]([S:24]([NH2:27])(=[O:26])=[O:25])=[CH:20][CH:19]=3)=[N:8]2)[CH2:6][CH2:5][CH2:4][CH2:3][CH2:2]1.[I-].[Na+].Cl[Si](C)(C)C.O>C(#N)C>[CH:1]1([N:7]2[C:15]3[CH:14]=[CH:13][NH:12][C:11](=[O:16])[C:10]=3[C:9]([C:18]3[CH:19]=[CH:20][C:21]([S:24]([NH2:27])(=[O:25])=[O:26])=[CH:22][CH:23]=3)=[N:8]2)[CH2:2][CH2:3][CH2:4][CH2:5][CH2:6]1 |f:1.2|. Reported procedure: To a solution of 4-(1-cyclohexyl-4-methoxy-1H-pyrazolo[4,3-c]pyridin-3-yl)benzenesulfonamide (53 mg) in acetonitrile (10 mL) were added sodium iodide (41 mg) and chloro(trimethyl)silane (119 mg), and the mixture was stirred at 60° C. for 20 min. To the reaction mixture was added water, and the mixture was extracted with ethyl acetate. The organic layer was washed with saturated brine, dried over anhydrous sodium sulfate, and concentrated under reduced pressure. The residue was purified by silica... Isolated yield 65.2%. Run at time 30 minute. Run in C1(=CC=CC=C1)C.C(C)O.O (toluene ethanol water). The reactants are O (water), B(OC1=CC=C(C=C1)OCCOCCCC)([O-])[O-] (4-(2-butoxyethoxy)phenyl borate), C([O-])([O-])=O.[K+].[K+] (potassium carbonate), BrC=1C=CC2=C(C=C(CCN2C(C)C)C(=O)OC)C1 (methyl 7-bromo-1-isopropyl-2,3-dihydro-1-benzazepine-4-carboxylate). Yields the product C(CCC)OCCOC1=CC=C(C=C1)C=1C=CC2=C(C=C(CCN2C(C)C)C(=O)OC)C1 (methyl 7-[4-(2-butoxyethoxy)phenyl]-1-isopropyl-2,3-dihydro-1-benzazepine-4-carboxylate). The reagents and catalysts are C=1C=CC(=CC1)[P](C=2C=CC=CC2)(C=3C=CC=CC3)[Pd]([P](C=4C=CC=CC4)(C=5C=CC=CC5)C=6C=CC=CC6)([P](C=7C=CC=CC7)(C=8C=CC=CC8)C=9C=CC=CC9)[P](C=1C=CC=CC1)(C=1C=CC=CC1)C=1C=CC=CC1 (tetrakistriphenylphosphinepalladium). As a reaction SMILES: Br[C:2]1[CH:3]=[CH:4][C:5]2[N:11]([CH:12]([CH3:14])[CH3:13])[CH2:10][CH2:9][C:8]([C:15]([O:17][CH3:18])=[O:16])=[CH:7][C:6]=2[CH:19]=1.B([O-])([O-])O[C:22]1[CH:27]=[CH:26][C:25]([O:28][CH2:29][CH2:30][O:31][CH2:32][CH2:33][CH2:34][CH3:35])=[CH:24][CH:23]=1.C(=O)([O-])[O-].[K+].[K+].O>C1(C)C=CC=CC=1.C(O)C.O.C1C=CC([P]([Pd]([P](C2C=CC=CC=2)(C2C=CC=CC=2)C2C=CC=CC=2)([P](C2C=CC=CC=2)(C2C=CC=CC=2)C2C=CC=CC=2)[P](C2C=CC=CC=2)(C2C=CC=CC=2)C2C=CC=CC=2)(C2C=CC=CC=2)C2C=CC=CC=2)=CC=1>[CH2:32]([O:31][CH2:30][CH2:29][O:28][C:25]1[CH:24]=[CH:23][C:22]([C:2]2[CH:3]=[CH:4][C:5]3[N:11]([CH:12]([CH3:14])[CH3:13])[CH2:10][CH2:9][C:8]([C:15]([O:17][CH3:18])=[O:16])=[CH:7][C:6]=3[CH:19]=2)=[CH:27][CH:26]=1)[CH2:33][CH2:34][CH3:35] |f:2.3.4,6.7.8,^1:59,61,80,99|. Procedure details: In toluene/ethanol/water (=10/1/1, 20.4 ml) was dissolved methyl 7-bromo-1-isopropyl-2,3-dihydro-1-benzazepine-4-carboxylate (0.50 g). To the solution were added 4-(2-butoxyethoxy)phenyl borate (0.48 g) and potassium carbonate (0.47 g), and the mixture was stirred for 30 minutes under argon atmosphere. To the mixture was added tetrakistriphenylphosphinepalladium (0.10 g), and the mixture was heated to reflux for 14 hours. After cooled to room temperature, the reaction solution was added to water...